Task: describe an organic reaction: reactants, conditions, products, and yield. Dataset: the Open Reaction Database (ORD), a public repository of structured organic reaction records The solvent is O1CCOCC1 (dioxane), O (water). Isolated yield 88.6%. The product is FC1=CC=C(C=C1)C1=CN=C/C(/N1)=N/N ([6-(4-fluoro-phenyl)-1H-pyrazin-(2Z)-ylidene]-hydrazine). Starting materials: ClC1=NC(=CN=C1)C1=CC=C(C=C1)F (2-chloro-6-(4-fluoro-phenyl)-pyrazine), NN (hydrazine). As a reaction SMILES: Cl[C:2]1[CH:7]=[N:6][CH:5]=[C:4]([C:8]2[CH:13]=[CH:12][C:11]([F:14])=[CH:10][CH:9]=2)[N:3]=1.[NH2:15][NH2:16]>O1CCOCC1.O>[F:14][C:11]1[CH:12]=[CH:13][C:8]([C:4]2[NH:3]/[C:2](=[N:15]\[NH2:16])/[CH:7]=[N:6][CH:5]=2)=[CH:9][CH:10]=1. Procedure: A mixture of 2-chloro-6-(4-fluoro-phenyl)-pyrazine (1.0 g, 4.7 mmol) and anhydrous hydrazine (1.5 mL, 47 mmol) in dioxane (20 mL) was heated to reflux for two hours, then cooled and diluted with cold water. The resulting precipitate was collected by filtration, washed with cold water, and dried to give 0.85 g of [6-(4-fluoro-phenyl)-1H-pyrazin-(2Z)-ylidene]-hydrazine. Reactants: NC1=NC(=NC(=N1)SC)C(C)O (1-(4-amino-6-(methylthio)-1,3,5-triazin-2-yl)ethanol). Reagents/catalysts: [Ni] (Raney nickel). Solvent: C(C)O (ethanol), O (water). Conditions: temperature 85 celsius. The product is NC1=NC(=NC=N1)C(C)O (1-(4-amino-1,3,5-triazin-2-yl)ethanol). The yield is 76.8%. As a reaction SMILES: [NH2:1][C:2]1[N:7]=[C:6](SC)[N:5]=[C:4]([CH:10]([OH:12])[CH3:11])[N:3]=1>C(O)C.[Ni].O>[NH2:1][C:2]1[N:7]=[CH:6][N:5]=[C:4]([CH:10]([OH:12])[CH3:11])[N:3]=1. Procedure: To a solution of 1-(4-amino-6-(methylthio)-1,3,5-triazin-2-yl)ethanol (398 mg) in ethanol (20 mL) was added Raney nickel 50% slurry in water (6 mL) and the reaction mixture was heated to 85° C. for 30 minutes then cooled to room temperature, filtered and evaporated to give the title compound (230 mg).